This data is from the Open Reaction Database (ORD), a public repository of structured organic reaction records. The task is: describe an organic reaction: reactants, conditions, products, and yield The reactants are C(N)(=S)C1=CC=C(C(=O)NC(NC2=CC=C(OCC(=O)OC)C=C2)=O)C=C1 (Methyl 4-[3-(4-thiocarbamoylbenzoyl)ureido]phenoxyacetate), IC (iodomethane), IC (iodomethane). The solvent is CC(=O)C (acetone). Conditions: temperature 50 celsius. Yields the product CSC(=N)C1=CC=C(C(=O)NC(NC2=CC=C(OCC(=O)OC)C=C2)=O)C=C1 (methyl 4-[3-(4-(methylthio)carbonimidoylbenzoyl)ureido]phenoxyacetate). Reaction SMILES: [C:1]([C:4]1[CH:27]=[CH:26][C:7]([C:8]([NH:10][C:11](=[O:25])[NH:12][C:13]2[CH:24]=[CH:23][C:16]([O:17][CH2:18][C:19]([O:21][CH3:22])=[O:20])=[CH:15][CH:14]=2)=[O:9])=[CH:6][CH:5]=1)(=[S:3])[NH2:2].I[CH3:29]>CC(C)=O>[CH3:29][S:3][C:1]([C:4]1[CH:27]=[CH:26][C:7]([C:8]([NH:10][C:11](=[O:25])[NH:12][C:13]2[CH:24]=[CH:23][C:16]([O:17][CH2:18][C:19]([O:21][CH3:22])=[O:20])=[CH:15][CH:14]=2)=[O:9])=[CH:6][CH:5]=1)=[NH:2]. Reported procedure: Methyl 4-[3-(4-thiocarbamoylbenzoyl)ureido]phenoxyacetate (870 mg) was suspended in acetone (100 ml) and iodomethane (10 ml) was added. The stirred suspension was heated to 50° C. After 24 and 48 hours respectively, two further aliquots of iodomethane (10 ml+10 ml) were added whilst stirring at 50° C. was continued. Removal of the solvents in vacuo yielded methyl 4-[3-(4-(methylthio)carbonimidoylbenzoyl)ureido]phenoxyacetate as an orange-brown solid residue which was not purified further. The re... The reactants are Cc1ccc(NC(=O)C(O)COC2CCC2)nc1, Cc1nccnc1-n1ncc2c(Cl)ncnc21. The product is Cc1ccc(NC(=O)C(COC2CCC2)Oc2ncnc3c2cnn3-c2nccnc2C)nc1. Reaction SMILES: [CH:18]1([O:22][CH2:23][CH:24]([C:25](=[O:26])[NH:27][c:28]2[n:29][cH:30][c:31]([CH3:34])[cH:32][cH:33]2)[OH:35])[CH2:19][CH2:20][CH2:21]1.[Cl:1][c:2]1[c:3]2[c:4]([n:5][cH:6][n:7]1)[n:8](-[c:11]1[n:12][cH:13][cH:14][n:15][c:16]1[CH3:17])[n:9][cH:10]2>>[c:2]1([O:35][CH:24]([CH2:23][O:22][CH:18]2[CH2:19][CH2:20][CH2:21]2)[C:25](=[O:26])[NH:27][c:28]2[n:29][cH:30][c:31]([CH3:34])[cH:32][cH:33]2)[c:3]2[c:4]([n:5][cH:6][n:7]1)[n:8](-[c:11]1[n:12][cH:13][cH:14][n:15][c:16]1[CH3:17])[n:9][cH:10]2. Reactants: COC(=O)c1ccc(OCC(=O)OCc2ccccc2)c(-n2cccc2)c1, CO, C1CCOC1. Yields the product COC(=O)c1ccc(OCC(=O)O)c(-n2cccc2)c1. As a reaction SMILES: [CH2:1]([c:2]1[cH:3][cH:4][cH:5][cH:6][cH:7]1)[O:8][C:9](=[O:10])[CH2:11][O:12][c:13]1[c:14](-[n:23]2[cH:24][cH:25][cH:26][cH:27]2)[cH:15][c:16]([C:17](=[O:18])[O:19][CH3:20])[cH:21][cH:22]1.[CH3:28][OH:29].[O:30]1[CH2:31][CH2:32][CH2:33][CH2:34]1>>[O:8]=[C:9]([OH:10])[CH2:11][O:12][c:13]1[c:14](-[n:23]2[cH:24][cH:25][cH:26][cH:27]2)[cH:15][c:16]([C:17](=[O:18])[O:19][CH3:20])[cH:21][cH:22]1. Reactants: C1CCOC1, Cc1cnc(CN(C2CCNCC2)C2CCCc3cccnc32)c(C)c1, O=C(NO)Oc1ccccc1. The product is Cc1cnc(CN(C2CCN(C(=O)NO)CC2)C2CCCc3cccnc32)c(C)c1. Reaction SMILES: [CH2:38]1[O:39][CH2:40][CH2:41][CH2:42]1.[CH3:1][c:2]1[c:3]([CH2:9][N:10]([CH:11]2[CH2:12][CH2:13][CH2:14][c:15]3[cH:16][cH:17][cH:18][n:19][c:20]32)[CH:21]2[CH2:22][CH2:23][NH:24][CH2:25][CH2:26]2)[n:4][cH:5][c:6]([CH3:8])[cH:7]1.[c:27]1([O:33][C:34](=[O:28])[NH:36][OH:37])[cH:29][cH:30][cH:31][cH:32][cH:35]1>>[CH3:1][c:2]1[c:3]([CH2:9][N:10]([CH:11]2[CH2:12][CH2:13][CH2:14][c:15]3[cH:16][cH:17][cH:18][n:19][c:20]32)[CH:21]2[CH2:22][CH2:23][N:24]([C:34](=[O:33])[NH:36][OH:37])[CH2:25][CH2:26]2)[n:4][cH:5][c:6]([CH3:8])[cH:7]1. Starting materials: [OH-].[Na+] (NaOH), FC(C1=CC=C(C=C1)/C=C/C(=O)OC)(OC1=CC=C(C=C1)OCCCC(F)(F)F)F (methyl (2E)-3-(4-{difluoro[4-(4,4,4-trifluorobutoxy)phenoxy]methyl}-phenyl)prop-2-enoate), Cl (HCl). Solvent: O (water), O1CCOCC1 (dioxane). Conditions: temperature 55 celsius, time 15 minute. The product is FC(C1=CC=C(C=C1)/C=C/C(=O)O)(OC1=CC=C(C=C1)OCCCC(F)(F)F)F ((2E)-3-(4-{difluoro[4-(4,4,4-trifluorobutoxy)phenoxy]-methyl}phenyl)-prop-2-enoic acid). Yield: 81.0%. Reaction SMILES: [F:1][C:2]([F:30])([O:15][C:16]1[CH:21]=[CH:20][C:19]([O:22][CH2:23][CH2:24][CH2:25][C:26]([F:29])([F:28])[F:27])=[CH:18][CH:17]=1)[C:3]1[CH:8]=[CH:7][C:6](/[CH:9]=[CH:10]/[C:11]([O:13]C)=[O:12])=[CH:5][CH:4]=1.[OH-].[Na+].Cl>O1CCOCC1.O>[F:1][C:2]([F:30])([O:15][C:16]1[CH:21]=[CH:20][C:19]([O:22][CH2:23][CH2:24][CH2:25][C:26]([F:29])([F:28])[F:27])=[CH:18][CH:17]=1)[C:3]1[CH:8]=[CH:7][C:6](/[CH:9]=[CH:10]/[C:11]([OH:13])=[O:12])=[CH:5][CH:4]=1 |f:1.2|. Procedure: 23 g (53.4 mmol) of methyl (2E)-3-(4-{difluoro[4-(4,4,4-trifluorobutoxy)phenoxy]methyl}-phenyl)prop-2-enoate is dissolved in 400 ml of dioxane. 30 ml of NaOH (30%) diluted in 250 ml of water is added to the solution. The mixture is heated to 55° C. for 2 hours. The mixture is cooled to room temperature and is carefully acidified to pH=2 with a HCl solution (25%) and is stirred for 15 min. The product is filtrated off and dried at room temperature under vacuum for 10 h to give 18 g of (2E)-3-(4-{... The reactants are C1(CCCCC1)[C@H](C)NC=1SC2=C(N1)C=CC(=C2)OC ((S)—N-(1-cyclohexylethyl)-6-methoxybenzo[d]thiazol-2-amine), B(Br)(Br)Br (boron tribromide). The solvent is C(Cl)Cl (DCM), C(Cl)Cl (DCM). Run at temperature 0 celsius, time 2 hour. Product: C1(CCCCC1)[C@H](C)NC=1SC2=C(N1)C=CC(=C2)O ((S)-2-(1-cyclohexylethylamino)benzo[d]thiazol-6-ol). Isolated yield 72.4%. As a reaction SMILES: [CH:1]1([C@@H:7]([NH:9][C:10]2[S:11][C:12]3[CH:18]=[C:17]([O:19]C)[CH:16]=[CH:15][C:13]=3[N:14]=2)[CH3:8])[CH2:6][CH2:5][CH2:4][CH2:3][CH2:2]1.B(Br)(Br)Br>C(Cl)Cl>[CH:1]1([C@@H:7]([NH:9][C:10]2[S:11][C:12]3[CH:18]=[C:17]([OH:19])[CH:16]=[CH:15][C:13]=3[N:14]=2)[CH3:8])[CH2:6][CH2:5][CH2:4][CH2:3][CH2:2]1. Reported procedure: To the solution of (S)—N-(1-cyclohexylethyl)-6-methoxybenzo[d]thiazol-2-amine (3.39 g, 10 mmol) in 30 ml of DCM was added 1 M boron tribromide in DCM (20 ml, 20 mmol) slowly at 0° C. The reaction solution was stirred at 0° C. then at RT for 2 hr. The reaction mixture was concentrated to a solid. To the residual solids add 400 ml of ethyl acetate and 90 ml of water and stir at RT. for 10 minutes. With stirring, carefully add excess solid NaHCO3 until basic. Stir at RT about 1 hour to dissolve the... Reactants: [I-].C[N+](C)(C)CC=1N(C=CC1)C=1C=C(C(=O)OC)C=CC1 (methyl 3-(2-trimethylammoniomethyl-pyrrol-1-yl)benzoate iodide), CN1C(N(CC1)C)=O (1,3-dimethyl-imidazolidin-2-one). The solvent is ClCCl (dichloromethane). Conditions: temperature 105 celsius, time 1.5 hour. Product: CC=1N(C=CC1)C=1C=C(C(=O)OC)C=CC1 (methyl 3-(2-methylpyrrol-1-yl)benzoate). The yield is 93.9%. RXN SMILES: [I-].C[N+]([CH2:6][C:7]1[N:8]([C:12]2[CH:13]=[C:14]([CH:19]=[CH:20][CH:21]=2)[C:15]([O:17][CH3:18])=[O:16])[CH:9]=[CH:10][CH:11]=1)(C)C.CN1CCN(C)C1=O>ClCCl>[CH3:6][C:7]1[N:8]([C:12]2[CH:13]=[C:14]([CH:19]=[CH:20][CH:21]=2)[C:15]([O:17][CH3:18])=[O:16])[CH:9]=[CH:10][CH:11]=1 |f:0.1|. Reported procedure: To the mixture of methyl 3-(2-trimethylammoniomethyl-pyrrol-1-yl)benzoate iodide (2.0 g) and 1,3-dimethyl-imidazolidin-2-one (6 ml) was added borane-pyridine complex (1.1 ml) and the mixture was stirred for 1.5 hours at 105° C. To the mixture was added dichloromethane, and the mixture was washed with water, 1N-hydrochloric acid and water successively. The mixture was dried over magnesium sulfate and evaporated in vacuo to give methyl 3-(2-methylpyrrol-1-yl)benzoate (1.01 g) as an oil. Starting materials: C=CC(=O)OCC, CNCCC=C1c2ccccc2C=Cc2ccccc21, CCO. The product is CCOC(=O)CCN(C)CCC=C1c2ccccc2C=Cc2ccccc21. RXN SMILES: [C:21]([CH:22]=[CH2:23])(=[O:24])[O:25][CH2:26][CH3:27].[CH3:1][NH:2][CH2:3][CH2:4][CH:5]=[C:6]1[c:7]2[c:8]([cH:17][cH:18][cH:19][cH:20]2)[CH:9]=[CH:10][c:11]2[c:12]1[cH:13][cH:14][cH:15][cH:16]2.[CH3:28][CH2:29][OH:30]>>[CH3:1][N:2]([CH2:3][CH2:4][CH:5]=[C:6]1[c:7]2[c:8]([cH:17][cH:18][cH:19][cH:20]2)[CH:9]=[CH:10][c:11]2[c:12]1[cH:13][cH:14][cH:15][cH:16]2)[CH2:23][CH2:22][C:21](=[O:24])[O:25][CH2:26][CH3:27].